Dataset: the Open Reaction Database (ORD), a public repository of structured organic reaction records. Task: describe an organic reaction: reactants, conditions, products, and yield Starting materials: P(OCC)(OCC)[O-] (diethyl phosphite), C1(CCCC1)N (cyclopentyl amine), O (water), C(C)O (ethanol). Solvent: CO (methanol). Product: C(C)P([O-])([O-])=O.C1(CCCC1)[NH3+].C1(CCCC1)[NH3+] (cyclopentyl-ammoniumethyl phosphonate). Yield: 91.7%. Reaction SMILES: [P:1]([O-:8])([O:5]CC)[O:2]CC.O.[CH2:10](O)[CH3:11].[CH:13]1([NH2:18])[CH2:17][CH2:16][CH2:15][CH2:14]1>CO>[CH2:10]([P:1](=[O:2])([O-:5])[O-:8])[CH3:11].[CH:13]1([NH3+:18])[CH2:17][CH2:16][CH2:15][CH2:14]1.[CH:13]1([NH3+:18])[CH2:17][CH2:16][CH2:15][CH2:14]1 |f:5.6.7|. Procedure details: A mixture of 13.81 g. (0.1 moles) of diethyl phosphite, 20 ml. of water and 20 ml. of ethanol is reacted with a mixture of 8.51 g. (0.1 moles) of cyclopentyl amine and 30 ml. of methanol as described in Example 1. 17.9 g. of cyclopentyl-ammoniumethyl phosphonate are obtained. nD30 -1.4622. Yield: 91.7%. Starting materials: NC1=C(C(=O)NC2=C(C(=CC=C2)C)C)C=C(C=C1)[N+](=O)[O-] (N-(2-amino-5-nitrobenzoyl)-2,3-dimethylaniline), FCC(=O)Cl (fluoroacetyl chloride). Yields the product FCC(=O)NC1=C(C(=O)NC2=C(C(=CC=C2)C)C)C=C(C=C1)[N+](=O)[O-] (N-(2-fluoroacetamido-5-nitrobenzoyl)-2,3-dimethylaniline). Yield: 87.2%. RXN SMILES: [NH2:1][C:2]1[CH:18]=[CH:17][C:16]([N+:19]([O-:21])=[O:20])=[CH:15][C:3]=1[C:4]([NH:6][C:7]1[CH:12]=[CH:11][CH:10]=[C:9]([CH3:13])[C:8]=1[CH3:14])=[O:5].[F:22][CH2:23][C:24](Cl)=[O:25]>>[F:22][CH2:23][C:24]([NH:1][C:2]1[CH:18]=[CH:17][C:16]([N+:19]([O-:21])=[O:20])=[CH:15][C:3]=1[C:4]([NH:6][C:7]1[CH:12]=[CH:11][CH:10]=[C:9]([CH3:13])[C:8]=1[CH3:14])=[O:5])=[O:25]. Procedure: 3.6 g of N-(2-amino-5-nitrobenzoyl)-2,3-dimethylaniline and 1.82 g of fluoroacetyl chloride are treated in the same manner as described in Example 1-(1), whereby 3.8 g of N-(2-fluoroacetamido-5-nitrobenzoyl)-2,3-dimethylaniline are obtained as colorless needles. The reactants are [H-], [Li], C1CCOC1, CC(c1ccc(-c2ccccc2)c(F)c1)c1csc(NC(=O)Cc2ccccc2)n1. The product is CC(c1ccc(-c2ccccc2)c(F)c1)c1csc(NCCc2ccccc2)n1. RXN SMILES: [H-:32].[Li:31].[O:33]1[CH2:34][CH2:35][CH2:36][CH2:37]1.[c:1]1([CH2:7][C:8](=[O:9])[NH:10][c:11]2[s:12][cH:13][c:14]([CH:16]([CH3:17])[c:18]3[cH:19][c:20]([F:30])[c:21](-[c:24]4[cH:25][cH:26][cH:27][cH:28][cH:29]4)[cH:22][cH:23]3)[n:15]2)[cH:2][cH:3][cH:4][cH:5][cH:6]1>>[c:1]1([CH2:7][CH2:8][NH:10][c:11]2[s:12][cH:13][c:14]([CH:16]([CH3:17])[c:18]3[cH:19][c:20]([F:30])[c:21](-[c:24]4[cH:25][cH:26][cH:27][cH:28][cH:29]4)[cH:22][cH:23]3)[n:15]2)[cH:2][cH:3][cH:4][cH:5][cH:6]1. Reactants: CC(=O)O[BH-](OC(C)=O)OC(C)=O, CC(=O)O, O=CC1CC1, Cc1nc(Cl)ccc1N, ClCCCl, [Na+]. Product: Cc1nc(Cl)ccc1NCC1CC1. Reaction SMILES: [C:15]([O:16][BH-:17]([O:18][C:19](=[O:20])[CH3:21])[O:22][C:23](=[O:24])[CH3:25])(=[O:26])[CH3:27].[CH3:29][C:30](=[O:31])[OH:32].[CH:10]1([CH:13]=[O:14])[CH2:11][CH2:12]1.[Cl:1][c:2]1[cH:3][cH:4][c:5]([NH2:9])[c:6]([CH3:8])[n:7]1.[Cl:33][CH2:34][CH2:35][Cl:36].[Na+:28]>>[Cl:1][c:2]1[cH:3][cH:4][c:5]([NH:9][CH2:13][CH:10]2[CH2:11][CH2:12]2)[c:6]([CH3:8])[n:7]1.